Dataset: the Open Reaction Database (ORD), a public repository of structured organic reaction records. Task: describe an organic reaction: reactants, conditions, products, and yield Starting materials: S(=O)(=O)(C1=CC=C(C)C=C1)Cl (tosyl chloride), CSCC=1CS[C@H]2N(C1C(=O)O)C(C2N)=O (3-methylthiomethyl-7-amino-ceph-3-eme-4-carboxylic acid), C(C1=CC=CC=C1)(C1=CC=CC=C1)(C1=CC=CC=C1)NC=1SC=C(N1)C(C(=O)O)=NOCCBr (2-(2-tritylamino-4-thiazolyl)-2-(2-bromoethoxyimino)-acetic acid). Run in C(=O)O (formic acid). Yields the product CSCC=1CS[C@H]2N(C1C(=O)O)C(C2NC(C(=NOCCBr)C=2N=C(SC2)N)=O)=O (3-methylthiomethyl-7-[2-(2-amino-4-thiazolyl)-2-{2-bromoethoxyimino}-acetamido]-ceph-3-eme-4-carboxylic acid). RXN SMILES: C([NH:20][C:21]1[S:22][CH:23]=[C:24]([C:26](=[N:30][O:31][CH2:32][CH2:33][Br:34])[C:27]([OH:29])=O)[N:25]=1)(C1C=CC=CC=1)(C1C=CC=CC=1)C1C=CC=CC=1.S(Cl)(C1C=CC(C)=CC=1)(=O)=O.[CH3:46][S:47][CH2:48][C:49]1[CH2:50][S:51][C@@H:52]2[CH:59]([NH2:60])[C:58](=[O:61])[N:53]2[C:54]=1[C:55]([OH:57])=[O:56]>C(O)=O>[CH3:46][S:47][CH2:48][C:49]1[CH2:50][S:51][C@@H:52]2[CH:59]([NH:60][C:27](=[O:29])[C:26]([C:24]3[N:25]=[C:21]([NH2:20])[S:22][CH:23]=3)=[N:30][O:31][CH2:32][CH2:33][Br:34])[C:58](=[O:61])[N:53]2[C:54]=1[C:55]([OH:57])=[O:56]. Procedure details: Using the procedure of Example 17, 1.909 g of the syn isomer of 2-(2-tritylamino-4-thiazolyl)-2-(2-bromoethoxyimino)-acetic acid (described in French Pat. No. 2,438,050), 0.68 g of tosyl chloride, 0.927 g of 3-methylthiomethyl-7-amino-ceph-3-eme-4-carboxylic acid and 15 ml of 67% aqueous formic acid were reacted to obtain 0.615 g of pure syn isomer of 3-methylthiomethyl-7-[2-(2-amino-4-thiazolyl)-2-{2-bromoethoxyimino}-acetamido]-ceph-3-eme-4-carboxylic acid with a melting point of 185° C. (deco... Starting materials: O (water), CC12CCC(C=C2CCC2=CC=CC=C12)=O (4a-methyl-4,4a,9,10-tetrahydro-2(3H)-phenanthrone), C(CO)O (ethylene glycol), C1(=CC=C(C=C1)S(=O)(=O)O)C (p-toluenesulfonic acid). The solvent is C1=CC=CC=C1 (benzene). Product: ketal, C1OC2CC3=CCC4=CC=CC=C4C3(CC2OC1)C (2-ethylenedioxy-4a-methyl- 1,2,3,4,4a,9-hexahydrophenanthrene). Reaction SMILES: [CH3:1][C:2]12[C:15]3[C:10](=[CH:11][CH:12]=[CH:13][CH:14]=3)[CH2:9][CH2:8][C:7]1=[CH:6][C:5](=[O:16])[CH2:4][CH2:3]2.[CH2:17](O)[CH2:18][OH:19].C1(C)C=CC(S(O)(=O)=O)=CC=1.O>C1C=CC=CC=1>[CH2:17]1[CH2:18][O:19][CH:4]2[CH:5]([CH2:6][C:7]3[C:2]([CH3:1])([CH2:3]2)[C:15]2[C:10](=[CH:11][CH:12]=[CH:13][CH:14]=2)[CH2:9][CH:8]=3)[O:16]1. Procedure: A solution of 4a-methyl-4,4a,9,10-tetrahydro-2(3H)-phenanthrone 1 (7 g, 33 mmol; prepared by the method of A. L. Campbell and J. D. McChesney, Syn. Commun. 1979, 9, 471-479) is dissolved in anhydrous benzene (300 mL) and ethylene glycol (16 mL) and p-toluenesulfonic acid (0.7 g, 4 mmol) added. The solution is refluxed with the removal of water in a Dean-Stark trap according to the method of A. J. Vila, R. A. Spanevello, A. C. Olivieri, M. G. Sierra, and J. D. McChesney, Tet. Lett. 1989, 45, 4951... Starting materials: CCOC(=O)C1=C(C)NC(C)=C(C(=O)OCC)C1c1cccnc1, ClCCl, CC(=O)[O-], [Na+], O=C(OO)c1cccc(Cl)c1. Yields the product CCOC(=O)C1=C(C)NC(C)=C(C(=O)OCC)C1c1ccc[n+]([O-])c1. As a reaction SMILES: [CH2:12]([CH3:13])[O:14][C:15](=[O:16])[C:17]1=[C:18]([CH3:35])[NH:19][C:20]([CH3:34])=[C:21]([C:29](=[O:30])[O:31][CH2:32][CH3:33])[CH:22]1[c:23]1[cH:24][n:25][cH:26][cH:27][cH:28]1.[CH2:41]([Cl:42])[Cl:43].[CH3:37][C:38](=[O:39])[O-:40].[Na+:36].[OH:1][O:2][C:3]([c:4]1[cH:5][c:6]([Cl:7])[cH:8][cH:9][cH:10]1)=[O:11]>>[O-:1][n+:25]1[cH:24][c:23]([CH:22]2[C:17]([C:15]([O:14][CH2:12][CH3:13])=[O:16])=[C:18]([CH3:35])[NH:19][C:20]([CH3:34])=[C:21]2[C:29](=[O:30])[O:31][CH2:32][CH3:33])[cH:28][cH:27][cH:26]1. Starting materials: FC1=C(C=CC=C1)N1N=NC(=C1C1=CC=NC=C1)C1=NC(=NO1)C1=CC=C(C=O)C=C1 (4-(5-(1-(2-fluorophenyl)-5-(pyridin-4-yl)-1H-1,2,3-triazol-4-yl)-1,2,4-oxadiazol-3-yl)benzaldehyde), COCCN (2-methoxyethanamine). Product: FC1=C(C=CC=C1)N1N=NC(=C1C1=CC=NC=C1)C1=NC(=NO1)C1=CC=C(CNCCOC)C=C1 (N-(4-{5-[1-(2-fluorophenyl)-5-pyridin-4-yl-1H-1,2,3-triazol-4-yl]-1,2,4-oxadiazol-3-yl}benzyl)-2-methoxyethanamine), Example 114. Reaction SMILES: [F:1][C:2]1[CH:7]=[CH:6][CH:5]=[CH:4][C:3]=1[N:8]1[C:12]([C:13]2[CH:18]=[CH:17][N:16]=[CH:15][CH:14]=2)=[C:11]([C:19]2[O:23][N:22]=[C:21]([C:24]3[CH:31]=[CH:30][C:27]([CH:28]=O)=[CH:26][CH:25]=3)[N:20]=2)[N:10]=[N:9]1.[CH3:32][O:33][CH2:34][CH2:35][NH2:36]>>[F:1][C:2]1[CH:7]=[CH:6][CH:5]=[CH:4][C:3]=1[N:8]1[C:12]([C:13]2[CH:14]=[CH:15][N:16]=[CH:17][CH:18]=2)=[C:11]([C:19]2[O:23][N:22]=[C:21]([C:24]3[CH:25]=[CH:26][C:27]([CH2:28][NH:36][CH2:35][CH2:34][O:33][CH3:32])=[CH:30][CH:31]=3)[N:20]=2)[N:10]=[N:9]1. Reported procedure: The title compound was prepared following the procedure described for Example 94, but starting from 4-(5-(1-(2-fluorophenyl)-5-(pyridin-4-yl)-1H-1,2,3-triazol-4-yl)-1,2,4-oxadiazol-3-yl)benzaldehyde, obtained as described in Example 113, Step 1, (100 mg; 0.24 mmol) and 2-methoxyethanamine (36.4 mg; 0.48 mmol) to give Example 114 as a white solid. 1H NMR: (CDCl3, 400 MHz) δ 8.73-8.69 (2H, m), 8.05 (2H, d, J=8.0 Hz), 7.66-7.52 (2H, m), 7.46 (2H, d, J=8.0 Hz), 7.40-7.33 (3H, m), 7.18 (1H, t, J=9.1 ... Reactants: C(C1=CC=CC=C1)OCC=1N=C(C2=C(N1)CCCS2)O (2-Benzyloxymethyl-7,8-dihydro-4-hydroxy-6H-thiopyrano[3,2-d]pyrimidine), P(=O)(Cl)(Cl)Cl (phosphorus oxychloride). Product: C(C1=CC=CC=C1)OCC=1N=C(C2=C(N1)CCCS2)Cl (2-Benzyloxymethyl-7,8-dihydro-4-chloro-6H-thiopyrano[3,2-d]pyrimidine), product. RXN SMILES: [CH2:1]([O:8][CH2:9][C:10]1[N:11]=[C:12](O)[C:13]2[S:19][CH2:18][CH2:17][CH2:16][C:14]=2[N:15]=1)[C:2]1[CH:7]=[CH:6][CH:5]=[CH:4][CH:3]=1.P(Cl)(Cl)([Cl:23])=O>>[CH2:1]([O:8][CH2:9][C:10]1[N:11]=[C:12]([Cl:23])[C:13]2[S:19][CH2:18][CH2:17][CH2:16][C:14]=2[N:15]=1)[C:2]1[CH:7]=[CH:6][CH:5]=[CH:4][CH:3]=1. Reported procedure: The title compound was prepared following substantially the same procedure described in Example 1, Step B using the title compound from Step A hereof and phosphorus oxychloride. The procedure gave 0.8 gm of product as a brown solid which was used in Step C without further purification.